The task is: describe an organic reaction: reactants, conditions, products, and yield. This data is from the Open Reaction Database (ORD), a public repository of structured organic reaction records. The reactants are N#CCC(=O)O, Cl, CN(C(=O)N(C)C1CN(C(=O)C2CCNCC2)CC1c1ccc(F)cc1)c1cc(C(F)(F)F)cc(C(F)(F)F)c1. Yields the product CN(C(=O)N(C)C1CN(C(=O)C2CCN(C(=O)CC#N)CC2)CC1c1ccc(F)cc1)c1cc(C(F)(F)F)cc(C(F)(F)F)c1. As a reaction SMILES: [C:42](#[N:43])[CH2:44][C:45](=[O:46])[OH:47].[ClH:1].[F:2][C:3]([c:4]1[cH:5][c:6]([N:14]([C:15](=[O:16])[N:17]([CH3:18])[CH:19]2[CH2:20][N:21]([C:31](=[O:32])[CH:33]3[CH2:34][CH2:35][NH:36][CH2:37][CH2:38]3)[CH2:22][CH:23]2[c:24]2[cH:25][cH:26][c:27]([F:30])[cH:28][cH:29]2)[CH3:39])[cH:7][c:8]([C:10]([F:11])([F:12])[F:13])[cH:9]1)([F:40])[F:41]>>[F:2][C:3]([c:4]1[cH:5][c:6]([N:14]([C:15](=[O:16])[N:17]([CH3:18])[CH:19]2[CH2:20][N:21]([C:31](=[O:32])[CH:33]3[CH2:34][CH2:35][N:36]([C:45]([CH2:44][C:42]#[N:43])=[O:46])[CH2:37][CH2:38]3)[CH2:22][CH:23]2[c:24]2[cH:25][cH:26][c:27]([F:30])[cH:28][cH:29]2)[CH3:39])[cH:7][c:8]([C:10]([F:11])([F:12])[F:13])[cH:9]1)([F:40])[F:41]. Starting materials: C(C)OC(C(C(O)C1=C(C=CC=C1)[N+](=O)[O-])(F)F)=O (2-(3-ethoxy-3-oxo-2,2-difluoro-1-hydroxypropyl)nitrobenzene), C(C)(C)N (isopropylamine). Run in CCO (EtOH). Yields the product CC(C)NC(C(C(O)C1=C(C=CC=C1)[N+](=O)[O-])(F)F)=O (2-(3-(2-propylamino)-3-oxo-2,2-difluoro-1-hydroxypropyl)nitrobenzene). As a reaction SMILES: C(O[C:4](=[O:19])[C:5]([F:18])([F:17])[CH:6]([C:8]1[CH:13]=[CH:12][CH:11]=[CH:10][C:9]=1[N+:14]([O-:16])=[O:15])[OH:7])C.[CH:20]([NH2:23])([CH3:22])[CH3:21]>CCO>[CH3:21][CH:20]([NH:23][C:4](=[O:19])[C:5]([F:17])([F:18])[CH:6]([C:8]1[CH:13]=[CH:12][CH:11]=[CH:10][C:9]=1[N+:14]([O-:16])=[O:15])[OH:7])[CH3:22]. Procedure: To a solution of the ester from Step 1 (1.50 g, 5.45 mmol) in EtOH (20 mL) was added isopropylamine (1.86 mL, 21.8 mmol). The solution was heated to reflux for 20 h and cooled to ambient temperature. Concentration under a nitrogen atmosphere afforded the amide quantitatively: Anal. Calc'd. for C12H14F2N2O4 plus 0.15 mol H2O: C, 49.54; H, 4.95; N, 9.63. Found: C, 49.52; H, 5.52; N, 9.46. Starting materials: Fc1cc(-c2cnc3ncc(C4(c5ccc6ncccc6c5)CC4)n3c2)ccc1Br, O=C([O-])[O-], C1COCCO1, CNC1CCCCC1NC, [Cu]I, [K+], [K+], O=C1CCCN1. The product is O=C1CCCN1c1ccc(-c2cnc3ncc(C4(c5ccc6ncccc6c5)CC4)n3c2)cc1F. RXN SMILES: [Br:1][c:2]1[c:3]([F:30])[cH:4][c:5](-[c:8]2[cH:9][n:10][c:11]3[n:12]([cH:13]2)[c:14]([C:17]2([c:20]4[cH:21][c:22]5[cH:23][cH:24][cH:25][n:26][c:27]5[cH:28][cH:29]4)[CH2:18][CH2:19]2)[cH:15][n:16]3)[cH:6][cH:7]1.[C:47](=[O:48])([O-:49])[O-:50].[CH2:53]1[O:54][CH2:55][CH2:56][O:57][CH2:58]1.[CH3:37][NH:38][CH:39]1[CH2:40][CH2:41][CH2:42][CH2:43][CH:44]1[NH:45][CH3:46].[Cu:59][I:60].[K+:51].[K+:52].[NH:31]1[C:32](=[O:36])[CH2:33][CH2:34][CH2:35]1>>[c:2]1([N:31]2[C:32](=[O:36])[CH2:33][CH2:34][CH2:35]2)[c:3]([F:30])[cH:4][c:5](-[c:8]2[cH:9][n:10][c:11]3[n:12]([cH:13]2)[c:14]([C:17]2([c:20]4[cH:21][c:22]5[cH:23][cH:24][cH:25][n:26][c:27]5[cH:28][cH:29]4)[CH2:18][CH2:19]2)[cH:15][n:16]3)[cH:6][cH:7]1. Reactants: N([C@H](CCSC)C(=O)N[C@@H](CC(C)C)C(=O)OC)C(=O)OC(C)(C)C (Boc-D-Met-Leu-OCH3), CI (methyl iodide). Run at time 2 day. The product is [I-].C[SH2+].COC([C@@H](NC([C@H](NC(=O)OC(C)(C)C)CCSC)=O)CC(C)C)=O (tert-Butyloxycarbonyl-D-methionyl-L-leucine methylester methylsulfoniumiodide). Yield: 103.0%. As a reaction SMILES: [NH:1]([C:19]([O:21][C:22]([CH3:25])([CH3:24])[CH3:23])=[O:20])[C@@H:2]([C:7]([NH:9][C@H:10]([C:15]([O:17][CH3:18])=[O:16])[CH2:11][CH:12]([CH3:14])[CH3:13])=[O:8])[CH2:3][CH2:4][S:5][CH3:6].C[I:27]>>[I-:27].[CH3:4][SH2+:5].[CH3:18][O:17][C:15](=[O:16])[C@H:10]([CH2:11][CH:12]([CH3:13])[CH3:14])[NH:9][C:7](=[O:8])[C@@H:2]([CH2:3][CH2:4][S:5][CH3:6])[NH:1][C:19]([O:21][C:22]([CH3:23])([CH3:25])[CH3:24])=[O:20] |f:2.3.4|. Procedure details: Boc-D-Met-Leu-OCH3 (25 g, 66.5 mmol) was dissolved in methyl iodide (132 ml) and stirred at room temperature for 2 days. Concentration in vacuo gave 35.4 g (103%) of the sulfonium salt. The nmr spectrum was consistent with the proposed structure. Starting materials: CC1CO1, CN([SiH](C)C)[Si](C)(C)C, CCO, CC(C)=O, Cl, NCCCP(O)O, O. Yields the product CC(C)(O)P(=O)(O)CCCN. As a reaction SMILES: [CH2:12]1[O:13][CH:14]1[CH3:15].[CH3:16][SiH:17]([CH3:18])[N:19]([CH3:20])[Si:21]([CH3:22])([CH3:23])[CH3:24].[CH3:27][CH2:28][OH:29].[CH3:8][C:9]([CH3:10])=[O:11].[ClH:25].[NH2:1][CH2:2][CH2:3][CH2:4][P:5]([OH:6])[OH:7].[OH2:26]>>[NH2:1][CH2:2][CH2:3][CH2:4][P:5]([OH:6])(=[O:7])[C:9]([CH3:8])([CH3:10])[OH:11]. The reactants are COCCOC, COc1ccnc(N)c1I, [Na+], [Na+], O=C([O-])[O-], OB(O)c1ccc(Oc2ccccc2)cc1, O, c1ccc(P(c2ccccc2)(c2ccccc2)[Pd](P(c2ccccc2)(c2ccccc2)c2ccccc2)(P(c2ccccc2)(c2ccccc2)c2ccccc2)P(c2ccccc2)(c2ccccc2)c2ccccc2)cc1. Yields the product COc1ccnc(N)c1-c1ccc(Oc2ccccc2)cc1. RXN SMILES: [CH3:33][O:34][CH2:35][CH2:36][O:37][CH3:38].[I:23][c:24]1[c:25]([NH2:32])[n:26][cH:27][cH:28][c:29]1[O:30][CH3:31].[Na+:1].[Na+:2].[O-:3][C:4](=[O:5])[O-:6].[O:7]([c:8]1[cH:9][cH:10][cH:11][cH:12][cH:13]1)[c:14]1[cH:15][cH:16][c:17]([B:20]([OH:21])[OH:22])[cH:18][cH:19]1.[OH2:39].[cH:40]1[cH:41][cH:42][c:43]([P:44]([Pd:45]([P:46]([c:47]2[cH:48][cH:49][cH:50][cH:51][cH:52]2)([c:53]2[cH:54][cH:55][cH:56][cH:57][cH:58]2)[c:59]2[cH:60][cH:61][cH:62][cH:63][cH:64]2)([P:65]([c:66]2[cH:67][cH:68][cH:69][cH:70][cH:71]2)([c:72]2[cH:73][cH:74][cH:75][cH:76][cH:77]2)[c:78]2[cH:79][cH:80][cH:81][cH:82][cH:83]2)[P:84]([c:85]2[cH:86][cH:87][cH:88][cH:89][cH:90]2)([c:91]2[cH:92][cH:93][cH:94][cH:95][cH:96]2)[c:97]2[cH:98][cH:99][cH:100][cH:101][cH:102]2)([c:103]2[cH:104][cH:105][cH:106][cH:107][cH:108]2)[c:109]2[cH:110][cH:111][cH:112][cH:113][cH:114]2)[cH:115][cH:116]1>>[O:7]([c:8]1[cH:9][cH:10][cH:11][cH:12][cH:13]1)[c:14]1[cH:15][cH:16][c:17](-[c:24]2[c:25]([NH2:32])[n:26][cH:27][cH:28][c:29]2[O:30][CH3:31])[cH:18][cH:19]1. Starting materials: ClCC=1N=C(SC1)C(C)O (1-(4-chloromethyl-thiazol-2-yl)-ethanol), N#N (N2). The reagents and catalysts are O=[Mn]=O (MnO2). The solvent is C(=O)(C)C#N (AcCN). Conditions: time 16 hour. Product: ClCC=1N=C(SC1)C(C)=O (1-(4-Chloromethyl-thiazol-2-yl)ethanone). Reaction SMILES: N#N.[Cl:3][CH2:4][C:5]1[N:6]=[C:7]([CH:10]([OH:12])[CH3:11])[S:8][CH:9]=1>C(C#N)(C)=O.O=[Mn]=O>[Cl:3][CH2:4][C:5]1[N:6]=[C:7]([C:10](=[O:12])[CH3:11])[S:8][CH:9]=1. Procedure: In a flame dried round-bottomed flask equipped with a magnetic stir bar and under inert atmosphere (N2), a solution of 1-(4-chloromethyl-thiazol-2-yl)-ethanol (1.09 g, 6.15 mmol) in AcCN (61.0 mL) was treated at rt with MnO2 (2.97 g, 30.76 mmol) and the reaction mixture was stirred for 16 h at rt before being filtered through Celite. The solvent was removed under reduced pressure to give the title compound as a yellow oil. LC-MS-conditions 02: tR=0.84 min, [M+H]+=176.41. Reactants: CO (methanol), CN1C(CCC1)=O (N-methylpyrrolidone), CCCCC[C@H]([C@@H]1[C@H](C[C@H](C[C@H](C[C@H](C[C@H](C[C@H]([C@H]([C@@H](/C(=C/C=C/C=C/C=C/C=C/[C@@H]([C@H](OC1=O)C)O)/C)O)O)O)O)O)O)O)O)O (pentamycin). Run at time 5 hour. The product is CCCCC[C@H]([C@@H]1[C@H](C[C@H](C[C@H](C[C@H](C[C@H](C[C@H]([C@H]([C@@H](/C(=C/C=C/C=C/C=C/C=C/[C@@H]([C@H](OC1=O)C)O)/C)O)O)O)O)O)O)O)O)O.CN1C(CCC1)=O (pentamycin NMP). Yield: 75.4%. As a reaction SMILES: CO.[CH3:3][CH2:4][CH2:5][CH2:6][CH2:7][C@@H:8]([OH:49])[C@H:9]1[C:36](=[O:37])[O:35][C@H:34]([CH3:38])[C@@H:33]([OH:39])[CH:32]=[CH:31][CH:30]=[CH:29][CH:28]=[CH:27][CH:26]=[CH:25][CH:24]=[C:23]([CH3:40])[C@@H:22]([OH:41])[C@H:21]([OH:42])[C@H:20]([OH:43])[CH2:19][C@H:18]([OH:44])[CH2:17][C@H:16]([OH:45])[CH2:15][C@H:14]([OH:46])[CH2:13][C@H:12]([OH:47])[CH2:11][C@@H:10]1[OH:48].[CH3:50][N:51]1[CH2:55][CH2:54][CH2:53][C:52]1=[O:56]>>[CH3:3][CH2:4][CH2:5][CH2:6][CH2:7][C@@H:8]([OH:49])[C@H:9]1[C:36](=[O:37])[O:35][C@H:34]([CH3:38])[C@@H:33]([OH:39])[CH:32]=[CH:31][CH:30]=[CH:29][CH:28]=[CH:27][CH:26]=[CH:25][CH:24]=[C:23]([CH3:40])[C@@H:22]([OH:41])[C@H:21]([OH:42])[C@H:20]([OH:43])[CH2:19][C@H:18]([OH:44])[CH2:17][C@H:16]([OH:45])[CH2:15][C@H:14]([OH:46])[CH2:13][C@H:12]([OH:47])[CH2:11][C@@H:10]1[OH:48].[CH3:50][N:51]1[CH2:55][CH2:54][CH2:53][C:52]1=[O:56] |f:3.4|. Procedure details: To a mixture of methanol (65 g) and N-methylpyrrolidone (NMP; 65 g) are added BHT (100 mg) and crude pentamycin (20 g; chemical purity: 80.6%; pentamycin content: 80%; imp rrt=0.83:8.0%; imp rrt=1.54:7.0%). The mixture was stirred at room temperature for 5 hours. The crystals are filtered, washed with methanol (2 times 10 ml) and dried under reduced pressure to yield pentamycin-NMP-solvate (17.3 g; chemical purity: 86.9%; pentamycin content: 71%; imp rrt=0.83:5.8%; imp rrt=1.54:5.0%).